From a dataset of the Open Reaction Database (ORD), a public repository of structured organic reaction records. describe an organic reaction: reactants, conditions, products, and yield Reactants: C(C)(=O)C1=CC2=C(S1)C=CC=C2C2=C(C(=CC(=C2)C(C)(C)C)C(C)(C)C)O (2-acetyl-4-(2-hydroxy-3,5-di-tert-butylphenyl)benzo[b]thiophene), BrCC(F)F (2-bromo-1,1-difluoroethane), [F-].[Cs+] (CsF). Run in CN(C)C=O (DMF). Conditions: time 8 hour. Yields the product C(C)(=O)C1=CC2=C(S1)C=CC=C2C2=C(C(=CC(=C2)C(C)(C)C)C(C)(C)C)OCC(F)F (2-acetyl-4-[2-(2,2-difluoroethoxy)-3,5-di-tert-butylphenyl]-benzo[b]thiophene). Reaction SMILES: [C:1]([C:4]1[S:8][C:7]2[CH:9]=[CH:10][CH:11]=[C:12]([C:13]3[CH:18]=[C:17]([C:19]([CH3:22])([CH3:21])[CH3:20])[CH:16]=[C:15]([C:23]([CH3:26])([CH3:25])[CH3:24])[C:14]=3[OH:27])[C:6]=2[CH:5]=1)(=[O:3])[CH3:2].Br[CH2:29][CH:30]([F:32])[F:31].[F-].[Cs+]>CN(C=O)C>[C:1]([C:4]1[S:8][C:7]2[CH:9]=[CH:10][CH:11]=[C:12]([C:13]3[CH:18]=[C:17]([C:19]([CH3:20])([CH3:22])[CH3:21])[CH:16]=[C:15]([C:23]([CH3:26])([CH3:25])[CH3:24])[C:14]=3[O:27][CH2:29][CH:30]([F:32])[F:31])[C:6]=2[CH:5]=1)(=[O:3])[CH3:2] |f:2.3|. Procedure details: A mixture of the crude 2-acetyl-4-(2-hydroxy-3,5-di-tert-butylphenyl)benzo[b]thiophene, 142.0 mg (1 mmol) of 2-bromo-1,1-difluoroethane and 410 mg (2.7 mmol) of CsF in 10 mL of dry DMF was stirred at room temperature overnight. After work-up the crude oil was filtrated over a short pad of silica gel (eluent: 10/90 ethyl acetate/hexane) to give 2-acetyl-4-[2-(2,2-difluoroethoxy)-3,5-di-tert-butylphenyl]-benzo[b]thiophene as an oil, directly used without further purification. The crude ketone was ... Starting materials: CO, N, CCOC(=O)CN1C(=O)CN2C(=O)CCC12. Product: NC(=O)CN1C(=O)CN2C(=O)CCC12. Reaction SMILES: [CH3:18][OH:19].[NH3:17].[O:1]=[C:2]1[N:3]([CH2:11][C:12]([O:14][CH2:13][CH3:15])=[O:16])[CH:4]2[N:5]([CH2:6]1)[C:7](=[O:10])[CH2:8][CH2:9]2>>[O:1]=[C:2]1[N:3]([CH2:11][C:12](=[O:14])[NH2:17])[CH:4]2[N:5]([CH2:6]1)[C:7](=[O:10])[CH2:8][CH2:9]2. The reactants are COC=1C(=C(C2=C(CCC(O2)(C)CC(=O)O)C1C)C)C ((3,4-dihydro-6-methoxy-2,5,7,8-tetramethyl-2H-benzopyran-2-yl)acetic acid), S(=O)(Cl)Cl (thionyl chloride). Reagents/catalysts: CN(C=O)C (N,N-dimethylformamide). The solvent is C1=CC=CC=C1 (benzene). Product: COC=1C(=C(C2=C(CCC(O2)(C)CC(=O)Cl)C1C)C)C ((3,4-dihydro-6-methoxy-2,5,7,8-tetramethyl-2H-benzopyran-2-yl)acetyl chloride). As a reaction SMILES: [CH3:1][O:2][C:3]1[C:4]([CH3:20])=[C:5]([CH3:19])[C:6]2[O:11][C:10]([CH2:13][C:14](O)=[O:15])([CH3:12])[CH2:9][CH2:8][C:7]=2[C:17]=1[CH3:18].S(Cl)([Cl:23])=O>CN(C)C=O.C1C=CC=CC=1>[CH3:1][O:2][C:3]1[C:4]([CH3:20])=[C:5]([CH3:19])[C:6]2[O:11][C:10]([CH2:13][C:14]([Cl:23])=[O:15])([CH3:12])[CH2:9][CH2:8][C:7]=2[C:17]=1[CH3:18]. Procedure: To a solution composed of 3.34 g of (3,4-dihydro-6-methoxy-2,5,7,8-tetramethyl-2H-benzopyran-2-yl)acetic acid, 2 drops of N,N-dimethylformamide and 50 ml of benzene was added 0.87 ml of thionyl chloride, and the mixture was refluxed for 2 hours. After cooling, the reaction mixture was evaporated under reduced pressure to remove the low-boiling substances. The above procedure gave (3,4-dihydro-6-methoxy-2,5,7,8-tetramethyl-2H-benzopyran-2-yl)acetyl chloride in a quantitative yield of 3.56 g. The reactants are CN(c1ccccc1-c1cc(OCOCC[Si](C)(C)C)c2cnc(S(C)=O)nn12)S(C)(=O)=O, CC(=O)O, [Na+], [OH-], O. Yields the product CN(c1ccccc1-c1cc(OCOCC[Si](C)(C)C)c2cnc(O)nn12)S(C)(=O)=O. Reaction SMILES: [CH3:1][S:2](=[O:3])[c:4]1[n:5][n:6]2[c:7]([cH:8][n:9]1)[c:10]([O:25][CH2:26][O:27][CH2:28][CH2:29][Si:30]([CH3:31])([CH3:32])[CH3:33])[cH:11][c:12]2-[c:13]1[c:14]([N:19]([S:20](=[O:21])(=[O:22])[CH3:23])[CH3:24])[cH:15][cH:16][cH:17][cH:18]1.[CH3:37][C:38](=[O:39])[OH:40].[Na+:35].[OH-:34].[OH2:36]>>[c:4]1([OH:34])[n:5][n:6]2[c:7]([cH:8][n:9]1)[c:10]([O:25][CH2:26][O:27][CH2:28][CH2:29][Si:30]([CH3:31])([CH3:32])[CH3:33])[cH:11][c:12]2-[c:13]1[c:14]([N:19]([S:20](=[O:21])(=[O:22])[CH3:23])[CH3:24])[cH:15][cH:16][cH:17][cH:18]1. Procedure: A mixture of 2-(phenoxazin-10-yl)ethyl methanesulfonate (1.75 g, 5.0 mmol), methyl 3-(4-hydroxyphenyl)-2-ethoxypropanoate (1.5 g, 0.68 mmol) and potassium carbonate (3.16 g) in dry dimethylformamide (20 mL) was stirred for 12 h at 80° C. The reaction mixture was cooled to room temperature (ca. 25° C.). Water (30 mL) was added and extracted with ethyl acetate (2×50 mL). The combined organic extracts were washed with water (50 mL), dried (Na2SO4) and evaporated. The residue was chromatographed usi... Solvent: CN(C=O)C (dimethylformamide). As a reaction SMILES: CS([O:5][CH2:6][CH2:7][N:8]1[C:21]2[CH:20]=[CH:19][CH:18]=[CH:17][C:16]=2[O:15][C:14]2[C:9]1=[CH:10][CH:11]=[CH:12][CH:13]=2)(=O)=O.O[C:23]1[CH:28]=[CH:27][C:26]([CH2:29][CH:30]([O:35][CH2:36][CH3:37])[C:31]([O:33][CH3:34])=[O:32])=[CH:25][CH:24]=1.C(=O)([O-])[O-].[K+].[K+].O>CN(C)C=O>[CH:20]1[C:21]2[N:8]([CH2:7][CH2:6][O:5][C:23]3[CH:24]=[CH:25][C:26]([CH2:29][CH:30]([O:35][CH2:36][CH3:37])[C:31]([O:33][CH3:34])=[O:32])=[CH:27][CH:28]=3)[C:9]3[C:14](=[CH:13][CH:12]=[CH:11][CH:10]=3)[O:15][C:16]=2[CH:17]=[CH:18][CH:19]=1 |f:2.3.4|. Yields the product C1=CC=CC=2OC3=CC=CC=C3N(C12)CCOC1=CC=C(C=C1)CC(C(=O)OC)OCC (Methyl 3-[4-[2-(phenoxazin-10-yl)ethoxy]phenyl]-2-ethoxypropanoate). Yield: 390.1%. Run at temperature 80 celsius, time 12 hour. The reactants are O (Water), CS(=O)(=O)OCCN1C2=CC=CC=C2OC=2C=CC=CC12 (2-(phenoxazin-10-yl)ethyl methanesulfonate), OC1=CC=C(C=C1)CC(C(=O)OC)OCC (methyl 3-(4-hydroxyphenyl)-2-ethoxypropanoate), C([O-])([O-])=O.[K+].[K+] (potassium carbonate). Starting materials: CC(C)=CC=O, CC(C)=O, O=[Zn]. The product is CC(=O)C=CC=C(C)C. RXN SMILES: [CH3:1][C:2](=[CH:3][CH:4]=[O:5])[CH3:6].[CH3:7][C:8]([CH3:9])=[O:10].[O:11]=[Zn:12]>>[CH3:1][C:2](=[CH:3][CH:4]=[CH:7][C:8]([CH3:9])=[O:10])[CH3:6]. Reactants: C(C1=CC=CC=C1)OC=1C(C=C(OC1)C)=O (5-(benzyloxy)-2-methyl-4H-pyran-4-one), NC=1C=C(C=CC1)C1=CC=CC=C1 (m-aminobiphenyl). Solvent: CC(=O)O (AcOH). Run at temperature 160 celsius. The product is C(C1=CC=CC=C1)OC=1C(C=C(N(C1)C=1C=C(C=CC1)C1=CC=CC=C1)C)=O (5-(benzyloxy)-1-biphenyl-3-yl-2-methylpyridin-4(1H)-one). Reaction SMILES: [CH2:1]([O:8][C:9]1[C:10](=[O:16])[CH:11]=[C:12]([CH3:15])O[CH:14]=1)[C:2]1[CH:7]=[CH:6][CH:5]=[CH:4][CH:3]=1.[NH2:17][C:18]1[CH:19]=[C:20]([C:24]2[CH:29]=[CH:28][CH:27]=[CH:26][CH:25]=2)[CH:21]=[CH:22][CH:23]=1>CC(O)=O>[CH2:1]([O:8][C:9]1[C:10](=[O:16])[CH:11]=[C:12]([CH3:15])[N:17]([C:18]2[CH:19]=[C:20]([C:24]3[CH:25]=[CH:26][CH:27]=[CH:28][CH:29]=3)[CH:21]=[CH:22][CH:23]=2)[CH:14]=1)[C:2]1[CH:3]=[CH:4][CH:5]=[CH:6][CH:7]=1. Procedure: To a suspension of 6.6 g (30.5 mmol) 5-(benzyloxy)-2-methyl-4H-pyran-4-one in 150 ml 30% AcOH was added 7.5 g (45.8 mmol) m-aminobiphenyl. The reaction mixture was heated at 160° C. for 18 h, then cooled to rt, extracted with 300 ml EtOAc, washed with brine, and concentrated in vacuo. Purification by flash chromatography (330 g silica gel, 0-20% MeOH:EtOAc) afforded 5-(benzyloxy)-1-biphenyl-3-yl-2-methylpyridin-4(1H)-one. LCMS (M+H)+=368.3.